This data is from the Open Reaction Database (ORD), a public repository of structured organic reaction records. The task is: describe an organic reaction: reactants, conditions, products, and yield Starting materials: CN1C(C2N(C3=C(CN4C2=CC=C4)C=CC=C3)C(C1)=O)=O (2-methyl-1,4-dioxo-1,3,4,14b-tetrahydro-10H-pyrazino[1,2-a]pyrrolo[2,1-c][1,4]benzodiazepine), C(C)(=O)O (acetic acid). The solvent is O1CCCC1 (tetrahydrofuran), B#B (diborane), O1CCCC1 (tetrahydrofuran). Yields the product CN1CC2N(C3=C(CN4C2=CC=C4)C=CC=C3)CC1 (2-methyl-1,3,4,14b-tetrahydro-10H-pyrazino[1,2-a]pyrrolo[2,1-c][1,4]benzodiazepine). As a reaction SMILES: [CH3:1][N:2]1[CH2:19][C:18](=O)[N:5]2[C:6]3[CH:17]=[CH:16][CH:15]=[CH:14][C:7]=3[CH2:8][N:9]3[CH:13]=[CH:12][CH:11]=[C:10]3[CH:4]2[C:3]1=O.C(O)(=O)C>O1CCCC1.B#B>[CH3:1][N:2]1[CH2:19][CH2:18][N:5]2[C:6]3[CH:17]=[CH:16][CH:15]=[CH:14][C:7]=3[CH2:8][N:9]3[CH:13]=[CH:12][CH:11]=[C:10]3[CH:4]2[CH2:3]1. Procedure: To the solution of 140 mg of 2-methyl-1,4-dioxo-1,3,4,14b-tetrahydro-10H-pyrazino[1,2-a]pyrrolo[2,1-c][1,4]benzodiazepine in 5 ml of tetrahydrofuran, 2 ml of 1-molar diborane in tetrahydrofuran are added while stirring and cooling in ice. The mixture is allowed to stir at room temperature overnight and is then refluxed for 4 hours. After cooling to room temperature it is combined with 0.5 ml of glacial acetic acid, evaporated and the residue basified with 3 N aqueous sodium hydroxide. The mixtur... Starting materials: CS(=O)C1=CC=C(C(=O)Cl)C=C1 (p-Methylsulfinylbenzoyl chloride), FC1=CC=C(C=C1)C (p-fluorotoluene). Run in FC(S(=O)(=O)O)(F)F (trifluoromethanesulfonic acid). The product is FC=1C=CC(=C(C(=O)C2=CC=C(C=C2)S(=O)C)C1)C (5-fluoro-2-methyl-4'-methylsulfinylbenzophenone). Reaction SMILES: [CH3:1][S:2]([C:4]1[CH:12]=[CH:11][C:7]([C:8](Cl)=[O:9])=[CH:6][CH:5]=1)=[O:3].[F:13][C:14]1[CH:19]=[CH:18][C:17]([CH3:20])=[CH:16][CH:15]=1>FC(F)(F)S(O)(=O)=O>[F:13][C:14]1[CH:15]=[CH:16][C:17]([CH3:20])=[C:18]([CH:19]=1)[C:8]([C:7]1[CH:11]=[CH:12][C:4]([S:2]([CH3:1])=[O:3])=[CH:5][CH:6]=1)=[O:9]. Reported procedure: p-Methylsulfinylbenzoyl chloride (0.2 mole) and p-fluorotoluene (0.2 mole) are refluxed together in trifluoromethanesulfonic acid for 6 hours according to the procedure of Chodroff and Klein, J.A.C.S. 70, 7209 (1948). The reactants are N#Cc1csc(N)c1-c1nc2ccccc2s1, O=C(O)Cn1c(=O)ccc2ncccc21. The product is N#Cc1csc(NC(=O)Cn2c(=O)ccc3ncccc32)c1-c1nc2ccccc2s1. As a reaction SMILES: [NH2:16][c:17]1[c:18](-[c:24]2[s:25][c:26]3[c:27]([n:28]2)[cH:29][cH:30][cH:31][cH:32]3)[c:19]([C:22]#[N:23])[cH:20][s:21]1.[O:1]=[c:2]1[n:3]([CH2:12][C:13](=[O:14])[OH:15])[c:4]2[cH:5][cH:6][cH:7][n:8][c:9]2[cH:10][cH:11]1>>[O:1]=[c:2]1[n:3]([CH2:12][C:13](=[O:15])[NH:16][c:17]2[c:18](-[c:24]3[s:25][c:26]4[c:27]([n:28]3)[cH:29][cH:30][cH:31][cH:32]4)[c:19]([C:22]#[N:23])[cH:20][s:21]2)[c:4]2[cH:5][cH:6][cH:7][n:8][c:9]2[cH:10][cH:11]1. Procedure: A solution containing 2.0 grams of pyridoxamine dihydrochloride, purity 98%, (0.00813 moles), in 10 ml of water, at room temperature, was added dropwise during 5 minutes, to a stirred solution of 5.2 grams of menadione sodium bisulfite, purity 95%, (0.01496 moles), in 13 ml of water. After a few minutes of stirring at a temperature of 25° C., a white crystalline precipitate formed. The product was filtered, washed with a few milliliters of ice cold water, then dried in vacuum at 40°-45° C. until... Starting materials: CC1=NC=C(C(=C1O)CN)CO.Cl.Cl (pyridoxamine dihydrochloride), CC1(CC(=O)C=2C=CC=CC2C1=O)S(=O)(=O)[O-].O.O.O.[Na+] (menadione sodium bisulfite). Yields the product CC1=CC(=O)C=2C=CC=CC2C1=O (menadione). Run in O (water), O (water). Conditions: temperature 25 celsius. As a reaction SMILES: CC1C(O)=C(CN)C(CO)=CN=1.Cl.Cl.[CH3:15][C:16]1(S([O-])(=O)=O)[C:26](=[O:27])[C:25]2[CH:24]=[CH:23][CH:22]=[CH:21][C:20]=2[C:18](=[O:19])[CH2:17]1.O.O.O.[Na+]>O>[CH3:15][C:16]1[C:26](=[O:27])[C:25]2[CH:24]=[CH:23][CH:22]=[CH:21][C:20]=2[C:18](=[O:19])[CH:17]=1 |f:0.1.2,3.4.5.6.7|. Starting materials: FC1=CC=C(C=C1)C1=NN2C(C=C(C=C2)C=2C=C(C(=O)O)C=CC2)=C1C(NC)=O (3-(2-(4-fluorophenyl)-3-(methylcarbamoyl)pyrazolo[1,5-a]pyridin-5-yl)benzoic acid), Cl.C1(=CC=CC=C1)C1(CC1)N (1-phenylcyclopropanamine hydrochloride), 10u. Product: FC1=CC=C(C=C1)C1=NN2C(C=C(C=C2)C2=CC(=CC=C2)C(NC2(CC2)C2=CC=CC=C2)=O)=C1C(=O)NC (2-(4-fluorophenyl)-N-methyl-5-(3-(1-phenylcyclopropylcarbamoyl)phenyl)pyrazolo[1,5-a]pyridine-3-carboxamide). Reaction SMILES: [F:1][C:2]1[CH:7]=[CH:6][C:5]([C:8]2[C:25]([C:26](=[O:29])[NH:27][CH3:28])=[C:11]3[CH:12]=[C:13]([C:16]4[CH:17]=[C:18]([CH:22]=[CH:23][CH:24]=4)[C:19](O)=[O:20])[CH:14]=[CH:15][N:10]3[N:9]=2)=[CH:4][CH:3]=1.Cl.[C:31]1([C:37]2([NH2:40])[CH2:39][CH2:38]2)[CH:36]=[CH:35][CH:34]=[CH:33][CH:32]=1>>[F:1][C:2]1[CH:7]=[CH:6][C:5]([C:8]2[C:25]([C:26]([NH:27][CH3:28])=[O:29])=[C:11]3[CH:12]=[C:13]([C:16]4[CH:24]=[CH:23][CH:22]=[C:18]([C:19](=[O:20])[NH:40][C:37]5([C:31]6[CH:36]=[CH:35][CH:34]=[CH:33][CH:32]=6)[CH2:39][CH2:38]5)[CH:17]=4)[CH:14]=[CH:15][N:10]3[N:9]=2)=[CH:4][CH:3]=1 |f:1.2|. Procedure details: 2-(4-fluorophenyl)-N-methyl-5-(3-(1-phenylcyclopropylcarbamoyl)phenyl)pyrazolo[1,5-a]pyridine-3-carboxamide was prepared from 3-(2-(4-fluorophenyl)-3-(methylcarbamoyl)pyrazolo[1,5-a]pyridin-5-yl)benzoic acid (0.070 g, 0.14 mmol) and 1-phenylcyclopropanamine hydrochloride (0.040 g, 0.20 mmol). 1H NMR (500 MHz, DMSO-D6) δ ppm 9.40 (s, 1H), 8.90 (d, J=7.32 Hz, 1H), 8.35 (s, 1H), 8.11 (d, J=1.22 Hz, 1H), 8.03 (d, J=7.93 Hz, 1H), 7.98 (d, J=7.63 Hz, 2H), 7.90 (dd, J=8.70, 5.65 Hz, 2H), 7.65 (t, J=7.7... Run at temperature 100 celsius, time 24 hour. Yields the product O=P(c1ccccc1)(C2CCCCC2)C3CCCCC3. Reagents/catalysts: dcype. The reactants are CC(C)(C)C(=O)Oc1ccccc1 (substrate), C1CCCCC1P(=O)C2CCCCC2 (effective_coupling_partner). Conditions: temperature 0 celsius, time 90 minute. Product: FC1=C(C=CC=C1F)[C@@]12N=C(SC[C@@H]1[C@H](OC2)COC(C2=CC=CC=C2)(C2=CC=CC=C2)C2=CC=CC=C2)NC(C2=CC=CC=C2)=O (N-((4aS,5S,7aS)-7a-(2,3-difluorophenyl)-5-((trityloxy)methyl)-4a,5,7,7a-tetrahydro-4H-furo[3,4-d][1,3]thiazin-2-yl)benzamide). Procedure: N-(((3S,4R,5S)-3-(2,3-difluorophenyl)-4-(hydroxymethyl)-5-((trityloxy)methyl)tetrahydrofuran-3-yl)carbamothioyl)benzamide, obtained in Preparation Example 1-(4), (19.06 g) was dissolved in DCM (75 mL). Pyridine (8.6 mL) was added, and the mixture cooled to 0° C. Trifluoromethanesulfonic anhydride (9.6 mL) was added dropwise and the reaction was allowed to stir at 0° C. After 90 min, the reaction was quenched by the careful addition of NaHCO3 (sat., aq., 250 mL) and extracted with EtOAc (3×250 mL... Reaction SMILES: [F:1][C:2]1C(F)=[CH:6][CH:5]=[CH:4][C:3]=1[C@@:9]1([NH:37][C:38]([NH:40][C:41](=[O:48])[C:42]2[CH:47]=[CH:46][CH:45]=[CH:44][CH:43]=2)=[S:39])[C@H:13]([CH2:14]O)[C@@H:12]([CH2:16][O:17][C:18]([C:31]2[CH:36]=[CH:35][CH:34]=[CH:33][CH:32]=2)([C:25]2[CH:30]=[CH:29][CH:28]=[CH:27][CH:26]=2)[C:19]2[CH:24]=[CH:23][CH:22]=[CH:21][CH:20]=2)[O:11][CH2:10]1.N1C=CC=CC=1.F[C:56]([F:69])(F)S(OS(C(F)(F)F)(=O)=O)(=O)=O>C(Cl)Cl>[F:1][C:2]1[C:56]([F:69])=[CH:6][CH:5]=[CH:4][C:3]=1[C@:9]12[CH2:10][O:11][C@H:12]([CH2:16][O:17][C:18]([C:19]3[CH:20]=[CH:21][CH:22]=[CH:23][CH:24]=3)([C:31]3[CH:36]=[CH:35][CH:34]=[CH:33][CH:32]=3)[C:25]3[CH:26]=[CH:27][CH:28]=[CH:29][CH:30]=3)[C@H:13]1[CH2:14][S:39][C:38]([NH:40][C:41](=[O:48])[C:42]1[CH:47]=[CH:46][CH:45]=[CH:44][CH:43]=1)=[N:37]2. Reactants: FC1=C(C=CC=C1F)[C@@]1(CO[C@@H]([C@H]1CO)COC(C1=CC=CC=C1)(C1=CC=CC=C1)C1=CC=CC=C1)NC(=S)NC(C1=CC=CC=C1)=O (N-(((3S,4R,5S)-3-(2,3-difluorophenyl)-4-(hydroxymethyl)-5-((trityloxy)methyl)tetrahydrofuran-3-yl)carbamothioyl)benzamide), N1=CC=CC=C1 (Pyridine), FC(S(=O)(=O)OS(=O)(=O)C(F)(F)F)(F)F (Trifluoromethanesulfonic anhydride). Solvent: C(Cl)Cl (DCM).